Task: describe an organic reaction: reactants, conditions, products, and yield. Dataset: the Open Reaction Database (ORD), a public repository of structured organic reaction records Reactants: ClC=1C=CC=C2C=CN=CC12 (8-chloroisoquinoline), [N+](=O)([O-])[O-].[K+] (potassium nitrate). Run in S(O)(O)(=O)=O (sulfuric acid). Run at time 5 hour. Yields the product ClC=1C=CC(=C2C=CN=CC12)[N+](=O)[O-] (8-chloro-5-nitroisoquinoline). Reaction SMILES: [Cl:1][C:2]1[CH:3]=[CH:4][CH:5]=[C:6]2[C:11]=1[CH:10]=[N:9][CH:8]=[CH:7]2.[N+:12]([O-])([O-:14])=[O:13].[K+]>S(=O)(=O)(O)O>[Cl:1][C:2]1[CH:3]=[CH:4][C:5]([N+:12]([O-:14])=[O:13])=[C:6]2[C:11]=1[CH:10]=[N:9][CH:8]=[CH:7]2 |f:1.2|. Procedure details: To a solution of 8-chloroisoquinoline (1 mmol) in concentrated sulfuric acid at 0° C. was added potassium nitrate (1.1 mmol). The reaction mixture was warmed to room temperature and stirred at room temperature for 5 hours. The reaction mixture was basified Solid precipitated was column purified to afford a pale yellow solid. Starting materials: CCCCOC(C)Oc1ccc(-c2ccc3c(c2)C=C(C(=O)OC)CCN3Cc2ccsc2)cc1, CO, Cl, [Na+], C1CCOC1, [OH-], O. Yields the product CCCCOC(C)Oc1ccc(-c2ccc3c(c2)C=C(C(=O)O)CCN3Cc2ccsc2)cc1. RXN SMILES: [CH2:1]([CH2:2][CH2:3][CH3:4])[O:5][CH:6]([CH3:7])[O:8][c:9]1[cH:10][cH:11][c:12](-[c:15]2[cH:16][cH:17][c:18]3[c:19]([cH:35]2)[CH:20]=[C:21]([C:31](=[O:32])[O:33][CH3:34])[CH2:22][CH2:23][N:24]3[CH2:25][c:26]2[cH:27][s:28][cH:29][cH:30]2)[cH:13][cH:14]1.[CH3:45][OH:46].[ClH:39].[Na+:37].[O:40]1[CH2:41][CH2:42][CH2:43][CH2:44]1.[OH-:36].[OH2:38]>>[CH2:1]([CH2:2][CH2:3][CH3:4])[O:5][CH:6]([CH3:7])[O:8][c:9]1[cH:10][cH:11][c:12](-[c:15]2[cH:16][cH:17][c:18]3[c:19]([cH:35]2)[CH:20]=[C:21]([C:31](=[O:32])[OH:33])[CH2:22][CH2:23][N:24]3[CH2:25][c:26]2[cH:27][s:28][cH:29][cH:30]2)[cH:13][cH:14]1. Reactants: C(C)(C)(C)C1=CC=C(CN2C(N(C(C2)CCCC2=CC=C(C=C2)O)C)=O)C=C1 (1-(4-tert-butyl-benzyl)-4-[3-(4-hydroxy-phenyl)-propyl]-3-methyl-imidazolidin-2-one), CC(C)([O-])C.[K+] (potassium tert-butoxide), BrC1(CCCCC1)C(=O)OC (methyl 1-bromocyclohexanecarboxylate), CC(C)([O-])C.[K+] (potassium tert-butoxide), BrC1(CCCCC1)C(=O)OC (methyl 1-bromocyclohexanecarboxylate). Solvent: CC(C)(C)O (2-methyl-2-propanol). Conditions: temperature 60 celsius, time 2 hour. The product is C(C)(C)(C)C1=CC=C(CN2C(N(C(C2)CCCC2=CC=C(OC3(CCCCC3)C(=O)O)C=C2)C)=O)C=C1 (1-(4-{3-[1-(4-tert-butyl-benzyl)-3-methyl-2-oxo-imidazolidin-4-yl]-propyl}-phenoxy)-cyclohexanecarboxylic acid). Yield: 60.0%. Reaction SMILES: [C:1]([C:5]1[CH:28]=[CH:27][C:8]([CH2:9][N:10]2[CH2:14][CH:13]([CH2:15][CH2:16][CH2:17][C:18]3[CH:23]=[CH:22][C:21]([OH:24])=[CH:20][CH:19]=3)[N:12]([CH3:25])[C:11]2=[O:26])=[CH:7][CH:6]=1)([CH3:4])([CH3:3])[CH3:2].CC(C)([O-])C.[K+].Br[C:36]1([C:42]([O:44]C)=[O:43])[CH2:41][CH2:40][CH2:39][CH2:38][CH2:37]1>CC(O)(C)C>[C:1]([C:5]1[CH:28]=[CH:27][C:8]([CH2:9][N:10]2[CH2:14][CH:13]([CH2:15][CH2:16][CH2:17][C:18]3[CH:19]=[CH:20][C:21]([O:24][C:36]4([C:42]([OH:44])=[O:43])[CH2:41][CH2:40][CH2:39][CH2:38][CH2:37]4)=[CH:22][CH:23]=3)[N:12]([CH3:25])[C:11]2=[O:26])=[CH:7][CH:6]=1)([CH3:4])([CH3:2])[CH3:3] |f:1.2|. Reported procedure: A mixture of 1-(4-tert-butyl-benzyl)-4-[3-(4-hydroxy-phenyl)-propyl]-3-methyl-imidazolidin-2-one (0.074 g, 0.194 mmol) and potassium tert-butoxide (0.044 g, 0.392 nmol) in 2-methyl-2-propanol (8 mL) was heated to 60° C. under N2 and then and methyl 1-bromocyclohexanecarboxylate (0.274 g, 1.16 mmol) was added dropwise to the to 60° C. solution. Additional potassium tert-butoxide (0.044 g, 0.392 mmol) and methyl 1-bromocyclohexanecarboxylate (0.274 g, 1.16 mmol) was added to the reaction and it wa... Starting materials: CCO, S=C=Nc1ccccc1-c1ccc(Cl)cc1, N. Product: NC(=S)Nc1ccccc1-c1ccc(Cl)cc1. RXN SMILES: [CH3:18][CH2:19][OH:20].[Cl:1][c:2]1[cH:3][cH:4][c:5](-[c:8]2[c:9]([N:14]=[C:15]=[S:16])[cH:10][cH:11][cH:12][cH:13]2)[cH:6][cH:7]1.[NH3:17]>>[Cl:1][c:2]1[cH:3][cH:4][c:5](-[c:8]2[c:9]([NH:14][C:15](=[S:16])[NH2:17])[cH:10][cH:11][cH:12][cH:13]2)[cH:6][cH:7]1. Starting materials: FC(C([O-])(C(F)(F)F)C(F)(F)F)(F)F.[Li+] (lithium 2,2,2-trifluoro-1,1-bis(trifluoromethyl)ethoxide), S(F)(F)(F)F (sulfur tetrafluoride). Solvent: C(CCC)OCCCC (dibutyl ether), C(CCC)OCCCC (dibutyl ether). Conditions: temperature -70 celsius. Yields the product FC(C(OS(F)(F)F)(C(F)(F)F)C(F)(F)F)(F)F (2,2,2-trifluoro-1,1-bis(trifluoromethyl)ethoxysulfur trifluoride). Isolated yield 20.9%. Reaction SMILES: [F:1][C:2]([F:14])([F:13])[C:3]([C:9]([F:12])([F:11])[F:10])([C:5]([F:8])([F:7])[F:6])[O-:4].[Li+].[S:16](F)([F:19])([F:18])[F:17]>C(OCCCC)CCC>[F:1][C:2]([F:13])([F:14])[C:3]([C:5]([F:8])([F:7])[F:6])([C:9]([F:11])([F:12])[F:10])[O:4][S:16]([F:19])([F:18])[F:17] |f:0.1|. Procedure: A solution of 10.5 g (0.043 mol) of lithium 2,2,2-trifluoro-1,1-bis(trifluoromethyl)ethoxide in 60 ml of dibutyl ether was added dropwise to a solution of 8 ml (measured at -78° C., 0.15 mol) of sulfur tetrafluoride in 50 ml of dibutyl ether cooled to -70° C. The reaction mixture was warmed to 25° C., and the volatiles were distilled out at reduced pressure and condensed in a cold trap at -78° C. The condensate was fractionated to give (A) 2.91 g of 2,2,2-trifluoro-1,1-bis(trifluoromethyl)ethoxy... The reactants are BrCC=C(CCC=C(CCC)C)C (1-bromo-3,7-dimethyl-2,6-decadien), C1OC2=C(O1)C=C(C=C2)O (sesamol). Yields the product CC(=CCOC1=CC2=C(C=C1)OCO2)CCC=C(CCC)C (4-[(3,7-dimethyl-2,6-decadienyl)-oxy]-1,2-(methylenedioxy)-benzene). As a reaction SMILES: Br[CH2:2][CH:3]=[C:4]([CH3:13])[CH2:5][CH2:6][CH:7]=[C:8]([CH3:12])[CH2:9][CH2:10][CH3:11].[CH2:14]1[O:18][C:17]2[CH:19]=[C:20]([OH:23])[CH:21]=[CH:22][C:16]=2[O:15]1>>[CH3:13][C:4]([CH2:5][CH2:6][CH:7]=[C:8]([CH3:12])[CH2:9][CH2:10][CH3:11])=[CH:3][CH2:2][O:23][C:20]1[CH:21]=[CH:22][C:16]2[O:15][CH2:14][O:18][C:17]=2[CH:19]=1. Procedure: By the procedure of Example 1, 1-bromo-3,7-dimethyl-2,6-decadien is reacted with sesamol to obtain 4-[(3,7-dimethyl-2,6-decadienyl)-oxy]-1,2-(methylenedioxy)-benzene of boiling point (bulb tube) 140° C./0.025 mm Hg.; nD23 = 1.5237. Reactants: ClC(Cl)(Cl)Cl, C1CCC2OC2C1, ClC1=C[SH](Cl)NN(Cl)N1. Product: ClC1=C[SH](OC2CCCCC2Cl)NN(Cl)N1. As a reaction SMILES: [C:17]([Cl:18])([Cl:19])([Cl:20])[Cl:21].[CH:10]12[CH:11]([CH2:12][CH2:13][CH2:14][CH2:15]1)[O:16]2.[Cl:1][SH:2]1[NH:3][N:4]([Cl:9])[NH:5][C:6]([Cl:8])=[CH:7]1>>[SH:2]1([O:16][CH:11]2[CH:10]([Cl:18])[CH2:15][CH2:14][CH2:13][CH2:12]2)[NH:3][N:4]([Cl:9])[NH:5][C:6]([Cl:8])=[CH:7]1.